From a dataset of the Open Reaction Database (ORD), a public repository of structured organic reaction records. describe an organic reaction: reactants, conditions, products, and yield The reactants are S1C(=N[C@@]2([C@H](C1)C[C@@H](OC2)C)c1ccc(cc1F)F)N. Reagents/catalysts: c1ccc(cc1)-c2c3ccccc3cc4ccccc24 (9-Phenylanthracene), C1=CC(=CC(=C1)Cl)C(=O)OO (mCPBA), c12ccc3n2[Fe](n2c(c(c4nc(C=C4)c3c3c(c(c(c(c3F)F)F)F)F)c3c(c(c(c(c3F)F)F)F)F)ccc2c(c2C=Cc(n2)c1c1c(c(c(c(c1F)F)F)F)F)c1c(c(c(c(c1F)F)F)F)F)Cl (Fe[TFPP]). The solvent is C(CCl)Cl (DCE), CO (MeOH). Conditions: temperature 25 celsius, time 18 hour. Product: C[C@H]1C[C@H]2CSC(=N[C@]2(CO1)c3cc(O)c(F)cc3F)N. As a reaction SMILES: [CH3:1][C@@H:2]1[O:11][CH2:10][C@@:9]([c:12]2[c:18]([F:19])[cH:17][c:15]([F:16])[cH:14][cH:13]2)([C@H:4]3[CH2:3]1)[N:8]=[C:7]([NH2:20])[S:6][CH2:5]3>>[CH3:1][C@@H:2]1[O:11][CH2:10][C@@:9]([c:12]2[c:18]([F:19])[cH:17][c:15]([F:16])[c:14](O)[cH:13]2)([C@H:4]3[CH2:3]1)[N:8]=[C:7]([NH2:20])[S:6][CH2:5]3. The reactants are [Li]c1ccccc1OC, CCSc1ncc(C(=O)NCOC)c(N)n1, C1CCOC1. Product: CCSc1ncc(C(=O)c2ccccc2OC)c(N)n1. Reaction SMILES: [CH3:17][O:18][c:19]1[c:20]([Li:25])[cH:21][cH:22][cH:23][cH:24]1.[CH3:1][O:2][CH2:3][NH:4][C:5](=[O:6])[c:7]1[c:8]([NH2:16])[n:9][c:10]([S:13][CH2:14][CH3:15])[n:11][cH:12]1.[O:26]1[CH2:27][CH2:28][CH2:29][CH2:30]1>>[C:5](=[O:6])([c:7]1[c:8]([NH2:16])[n:9][c:10]([S:13][CH2:14][CH3:15])[n:11][cH:12]1)[c:20]1[c:19]([O:18][CH3:17])[cH:24][cH:23][cH:22][cH:21]1. Run in CN(C)C=O (DMF). RXN SMILES: C([O:4][C@@H:5]1[C@@H:11]([O:12]C(=O)C)[C@H:10]([O:16]C(=O)C)[C@@H:9]([CH2:20][O:21]C(=O)C)[O:8][C@@:6]1([C:25]1[CH:32]=[CH:31][C:28]([C:29]#[N:30])=[C:27]([CH2:33][C:34]2[CH:39]=[CH:38][C:37](I)=[CH:36][CH:35]=2)[CH:26]=1)[OH:7])(=O)C.[F:41][C:42]([Si](C)(C)C)([F:47])[C:43]([F:46])([F:45])[F:44].[F-].[K+].C([O-])(O)=O.[Na+]>[Cu]I.CN(C=O)C>[OH:7][C@:6]1([C:25]2[CH:32]=[CH:31][C:28]([C:29]#[N:30])=[C:27]([CH2:33][C:34]3[CH:39]=[CH:38][C:37]([C:42]([F:47])([F:41])[C:43]([F:46])([F:45])[F:44])=[CH:36][CH:35]=3)[CH:26]=2)[O:8][C@H:9]([CH2:20][OH:21])[C@@H:10]([OH:16])[C@H:11]([OH:12])[C@H:5]1[OH:4] |f:2.3,4.5|. The reagents and catalysts are [Cu]I (CuI). The product is O[C@]1([C@H](O)[C@@H](O)[C@H](O)[C@H](O1)CO)C1=CC(=C(C#N)C=C1)CC1=CC=C(C=C1)C(C(F)(F)F)(F)F (4-(β-D-glucopyranos-1-yl)-2-(4-pentafluoroethyl-benzyl)-benzonitrile). Starting materials: C(C)(=O)O[C@H]1[C@](O)(O[C@@H]([C@H]([C@@H]1OC(C)=O)OC(C)=O)COC(C)=O)C1=CC(=C(C#N)C=C1)CC1=CC=C(C=C1)I (4-(2,3,4,6-tetra-O-acetyl-β-D-glucopyranos-1-yl)-2-(4-iodo-benzyl)-benzonitrile), FC(C(F)(F)F)(F)[Si](C)(C)C (pentafluoroethyltrimethylsilane), [F-].[K+] (KF), C(=O)(O)[O-].[Na+] (NaHCO3). Reported procedure: A flask charged with 4-(2,3,4,6-tetra-O-acetyl-β-D-glucopyranos-1-yl)-2-(4-iodo-benzyl)-benzonitrile (0.16 g), pentafluoroethyltrimethylsilane (0.14 g), KF (43 mg), CuI (0.16 g), DMF (2 mL) and Ar atmosphere is heated at 60° C. for 24 h. Then, aqueous NaHCO3 solution is added and the resulting mixture is extracted with ethyl acetate. The combined organic phases are dried over sodium sulfate and the solvent is removed. The residue is dissolved in methanol (8 mL) and treated with 4 M KOH solution ... Conditions: temperature 60 celsius, time 1 hour. Conditions: temperature 25 celsius, time 2 hour. Product: N1C(=CC2=CC=CC=C12)C(=O)N(C)C1C(NC2=C(C(=N1)C1=CC=CC=C1)C=CC=C2)=O (3-(RS)-[N-(2-indolecarbonyl)-N-methylamino]-1,3-dihydro-5-phenyl-2H-1,4-benzodiazepin-2-one). Procedure: 1,3-Dihydro-3-(RS)-methylamino-5-phenyl-2H-1,4-benzodiazepin-2-one (130 mg, 0.49 mmol) and indole-2-carbonyl chloride (88 mg, 0.49 mmol) were combined in CH2Cl2 (5 ml) and stirred 2 hours at 25° C. The reaction was concentrated and chromatographed on silica gel (3% MeOH in CH2Cl2) to give the title compound as a white solid from CH2Cl2 : (m.p. 287°-288.5°). As a reaction SMILES: [CH3:1][NH:2][CH:3]1[N:9]=[C:8]([C:10]2[CH:15]=[CH:14][CH:13]=[CH:12][CH:11]=2)[C:7]2[CH:16]=[CH:17][CH:18]=[CH:19][C:6]=2[NH:5][C:4]1=[O:20].[NH:21]1[C:29]2[C:24](=[CH:25][CH:26]=[CH:27][CH:28]=2)[CH:23]=[C:22]1[C:30](Cl)=[O:31]>C(Cl)Cl>[NH:21]1[C:29]2[C:24](=[CH:25][CH:26]=[CH:27][CH:28]=2)[CH:23]=[C:22]1[C:30]([N:2]([CH:3]1[N:9]=[C:8]([C:10]2[CH:15]=[CH:14][CH:13]=[CH:12][CH:11]=2)[C:7]2[CH:16]=[CH:17][CH:18]=[CH:19][C:6]=2[NH:5][C:4]1=[O:20])[CH3:1])=[O:31]. Solvent: C(Cl)Cl (CH2Cl2). Starting materials: CNC1C(NC2=C(C(=N1)C1=CC=CC=C1)C=CC=C2)=O (1,3-Dihydro-3-(RS)-methylamino-5-phenyl-2H-1,4-benzodiazepin-2-one), N1C(=CC2=CC=CC=C12)C(=O)Cl (indole-2-carbonyl chloride). Reactants: ClCl (chlorine), C22H23ClN4O2, CC=1C=C(C(=O)O)C=CC1C(=O)N1CCCC1 (3-methyl-4-(pyrrolidin-1-ylcarbonyl)benzoic acid), CN(C)C(=[N+](C)C)ON1C2=C(C=CC=C2)N=N1.[B-](F)(F)(F)F (TBTU), C(C)(C)N(CC)C(C)C (diisopropylethylamine), ClC1=CC2=C(N=C(N2)[C@H](C)N)C=C1 ((S)-1-(5-chlorobenzimidazol-2-yl)ethylamine). Solvent: C(Cl)Cl.C(C)O (methylene chloride ethanol), O1CCCC1 (tetrahydrofuran). The product is ClC1=CC2=C(NC(=N2)[C@H](C)NC(C2=CC(=C(C=C2)C(=O)N2CCCC2)C)=O)C=C1 ((S)—N-[1-(5-chloro-1H-benzimidazol-2-yl)]ethyl-3-methyl-4-(pyrrolidin-1-ylcarbonyl)benzamide). The yield is 76.0%. RXN SMILES: [CH3:1][C:2]1[CH:3]=[C:4]([CH:8]=[CH:9][C:10]=1[C:11]([N:13]1[CH2:17][CH2:16][CH2:15][CH2:14]1)=[O:12])[C:5]([OH:7])=O.CN(C(ON1N=NC2C=CC=CC1=2)=[N+](C)C)C.[B-](F)(F)(F)F.C(N(C(C)C)CC)(C)C.[Cl:49][C:50]1[CH:61]=[CH:60][C:53]2[N:54]=[C:55]([C@@H:57]([NH2:59])[CH3:58])[NH:56][C:52]=2[CH:51]=1.ClCl>O1CCCC1.C(Cl)Cl.C(O)C>[Cl:49][C:50]1[CH:61]=[CH:60][C:53]2[NH:54][C:55]([C@@H:57]([NH:59][C:5](=[O:7])[C:4]3[CH:8]=[CH:9][C:10]([C:11]([N:13]4[CH2:17][CH2:16][CH2:15][CH2:14]4)=[O:12])=[C:2]([CH3:1])[CH:3]=3)[CH3:58])=[N:56][C:52]=2[CH:51]=1 |f:1.2,7.8|. Procedure details: Prepared analogously to Example 1g from 3-methyl-4-(pyrrolidin-1-ylcarbonyl)benzoic acid, TBTU, diisopropylethylamine, and (S)-1-(5-chlorobenzimidazol-2-yl)ethylamine in tetrahydrofuran. Yield: 76%; Rf value: 0.50 (silica gel; methylene chloride/ethanol=9:1); C22H23ClN4O2 (410.91); mass spectrum: (M−H)−=409/411 (chlorine isotope). The reactants are C1CCOC1, COC(=O)C=Cc1cc(C)c(-c2nc3ccc(-c4nnc(-c5ccc(OC)cc5)o4)cc3[nH]2)c(C)c1, CCO. The product is COC(=O)CCc1cc(C)c(-c2nc3ccc(-c4nnc(-c5ccc(OC)cc5)o4)cc3[nH]2)c(C)c1. As a reaction SMILES: [CH2:40]1[O:41][CH2:42][CH2:43][CH2:44]1.[CH3:1][O:2][C:3]([CH:4]=[CH:5][c:6]1[cH:7][c:8]([CH3:35])[c:9](-[c:13]2[n:14][c:15]3[c:16]([nH:17]2)[cH:18][c:19](-[c:22]2[o:23][c:24](-[c:27]4[cH:28][cH:29][c:30]([O:33][CH3:34])[cH:31][cH:32]4)[n:25][n:26]2)[cH:20][cH:21]3)[c:10]([CH3:12])[cH:11]1)=[O:36].[CH3:37][CH2:38][OH:39]>>[CH3:1][O:2][C:3]([CH2:4][CH2:5][c:6]1[cH:7][c:8]([CH3:35])[c:9](-[c:13]2[n:14][c:15]3[c:16]([nH:17]2)[cH:18][c:19](-[c:22]2[o:23][c:24](-[c:27]4[cH:28][cH:29][c:30]([O:33][CH3:34])[cH:31][cH:32]4)[n:25][n:26]2)[cH:20][cH:21]3)[c:10]([CH3:12])[cH:11]1)=[O:36]. Reactants: C(C)(=O)NC#N.[Na] (sodium acetylcyanamide), C(C1=CC=CC=C1)Cl (benzyl chloride). Run in CN(C=O)C (dimethylformamide). Yields the product C(C1=CC=CC=C1)N(C(C)=O)C#N (N-Benzyl-N-cyanoacetamide). As a reaction SMILES: [C:1]([NH:4][C:5]#[N:6])(=[O:3])[CH3:2].[Na].[CH2:8](Cl)[C:9]1[CH:14]=[CH:13][CH:12]=[CH:11][CH:10]=1>CN(C)C=O>[CH2:8]([N:4]([C:5]#[N:6])[C:1](=[O:3])[CH3:2])[C:9]1[CH:14]=[CH:13][CH:12]=[CH:11][CH:10]=1 |f:0.1,^1:6|. Procedure details: 106.1 g (1.0 mol) of sodium acetylcyanamide and 151.9 g (1.0 mol+20% excess) of benzyl chloride are reacted in 500 ml of dimethylformamide at 100°-112° C. for 4 hours and 20 minutes and the mixture is then filtered. The filtrate is evaporated completly in vacuo on a rotary evaporator at 60° C. to give 146.7 g (88.7% of theory) of a brown viscous residue, which is recrystallised from 290 ml of diisopropyl ether. The yield of pure product of melting point 42° C. is 111.0 g (63.7% of theory).